Dataset: the Open Reaction Database (ORD), a public repository of structured organic reaction records. Task: describe an organic reaction: reactants, conditions, products, and yield The reactants are C(CC)[C@@H]1CC[C@H](CC1)C1=CC=C(CCl)C=C1 (4-(trans-4'-propylcyclohexyl) benzyl chloride), [C-]#N.[Na+] (NaCN), CS(=O)C (DMSO). Run in O (water). Run at temperature 140 celsius. The product is C(CC)[C@@H]1CC[C@H](CC1)C1=CC=C(CC#N)C=C1 (4-(trans-4'-propylcyclohexyl) benzyl cyanide). The yield is 97.8%. Reaction SMILES: [CH2:1]([C@H:4]1[CH2:9][CH2:8][C@H:7]([C:10]2[CH:17]=[CH:16][C:13]([CH2:14]Cl)=[CH:12][CH:11]=2)[CH2:6][CH2:5]1)[CH2:2][CH3:3].[C-:18]#[N:19].[Na+].CS(C)=O>O>[CH2:1]([C@H:4]1[CH2:9][CH2:8][C@H:7]([C:10]2[CH:17]=[CH:16][C:13]([CH2:14][C:18]#[N:19])=[CH:12][CH:11]=2)[CH2:6][CH2:5]1)[CH2:2][CH3:3] |f:1.2|. Reported procedure: 114 g (0.45 mol) of 4-(trans-4'-propylcyclohexyl) benzyl chloride, 27 g (0.55 mol) of NaCN and 113 cm3 of DMSO were mixed and while stirring, the mixture was heated to a temperature of 140° C. by a mantle heater. The product of the reaction was cooled to room temperature. 400 cm3 of water was added and extracted three times with 100 cm3 of chloroform. The chloroform layers were combined and washed with 10% hydrochloric acid and water. The chloroform was distilled off under reduced pressure and t... Reactants: O (water), C(C1=CC(O)=C(O)C(O)=C1)(=O)OC (methyl gallate), COC(C1=CC=C(C=C1)OC)OC (p-anisaldehyde dimethylacetal). Reagents/catalysts: C1(=CC=C(C=C1)S(=O)(=O)O)C (p-toluensulfonic acid). The solvent is ClCCl (dichloromethane), C1(=CC=CC=C1)C (toluene). The product is OC1=CC(=CC2=C1OC(O2)C2=CC=C(C=C2)OC)C(=O)OC (Methyl 7-hydroxy-2-(4-methoxyphenyl)benzo[d][1,3]dioxole-5-carboxylate). The yield is 52.4%. RXN SMILES: [C:1]([O:12][CH3:13])(=[O:11])[C:2]1[CH:10]=[C:8]([OH:9])[C:6]([OH:7])=[C:4]([OH:5])[CH:3]=1.CO[CH:16](OC)[C:17]1[CH:22]=[CH:21][C:20]([O:23][CH3:24])=[CH:19][CH:18]=1.O>C1(C)C=CC=CC=1.ClCCl.C1(C)C=CC(S(O)(=O)=O)=CC=1>[OH:9][C:8]1[C:6]2[O:7][CH:16]([C:17]3[CH:22]=[CH:21][C:20]([O:23][CH3:24])=[CH:19][CH:18]=3)[O:5][C:4]=2[CH:3]=[C:2]([C:1]([O:12][CH3:13])=[O:11])[CH:10]=1. Reported procedure: To a suspension of methyl gallate (10 g, 54.3 mmol) in toluene (25 ml), p-toluensulfonic acid (29 mg) and p-anisaldehyde dimethylacetal (11.56 ml, 67.88 mmol) were added. The reaction was refluxed for 1.5 hours with continuous removal of water. The mixture was diluted with dichloromethane (70 ml) and washed with a saturated aqueous NaHCO3 solution (100 ml) and extracted with ethyl acetate (3×50 ml) The organic layer was washed with water (100 ml), dried over sodium sulphate and concentrated unde... Reactants: C=CCOC1COC(C)(C)OC1C=C, ClCCl. Product: CC1(C)OCC2OCC=CC2O1. RXN SMILES: [CH2:1]([CH:2]=[CH2:3])[O:4][CH:5]1[CH:6]([CH:13]=[CH2:14])[O:7][C:8]([CH3:11])([CH3:12])[O:9][CH2:10]1.[Cl:15][CH2:16][Cl:17]>>[CH2:1]1[O:4][CH:5]2[CH:6]([O:7][C:8]([CH3:11])([CH3:12])[O:9][CH2:10]2)[CH:13]=[CH:14]1. Starting materials: [BH4-], C1CCOC1, CCC(CC)(c1ccc(OCC(=O)C(C)(C)C)c(C)c1)c1cc(C)c2oc(C(=O)O)cc2c1, [Na+]. Product: CCC(CC)(c1ccc(OCC(O)C(C)(C)C)c(C)c1)c1cc(C)c2oc(C(=O)O)cc2c1. As a reaction SMILES: [BH4-:34].[CH2:36]1[O:37][CH2:38][CH2:39][CH2:40]1.[CH3:1][C:2]([C:3]([CH2:4][O:5][c:6]1[c:7]([CH3:30])[cH:8][c:9]([C:12]([CH2:13][CH3:14])([CH2:15][CH3:16])[c:17]2[cH:18][c:19]([CH3:29])[c:20]3[c:21]([cH:22][c:23]([C:25](=[O:26])[OH:27])[o:24]3)[cH:28]2)[cH:10][cH:11]1)=[O:31])([CH3:32])[CH3:33].[Na+:35]>>[CH3:1][C:2]([CH:3]([CH2:4][O:5][c:6]1[c:7]([CH3:30])[cH:8][c:9]([C:12]([CH2:13][CH3:14])([CH2:15][CH3:16])[c:17]2[cH:18][c:19]([CH3:29])[c:20]3[c:21]([cH:22][c:23]([C:25](=[O:26])[OH:27])[o:24]3)[cH:28]2)[cH:10][cH:11]1)[OH:31])([CH3:32])[CH3:33]. Starting materials: BrC=1C(=C(C=O)C(=CC1)F)F (3-bromo-2,6-difluorobenzaldehyde), [BH4-].[Na+] (sodium borohydride). Run in CO (methanol). Run at time 1 hour. Product: BrC=1C(=C(C(=CC1)F)CO)F ((3-Bromo-2,6-difluorophenyl)methanol). The yield is 72.3%. RXN SMILES: [Br:1][C:2]1[C:3]([F:11])=[C:4]([C:7]([F:10])=[CH:8][CH:9]=1)[CH:5]=[O:6].[BH4-].[Na+]>CO>[Br:1][C:2]1[C:3]([F:11])=[C:4]([CH2:5][OH:6])[C:7]([F:10])=[CH:8][CH:9]=1 |f:1.2|. Procedure details: 20 g of 3-bromo-2,6-difluorobenzaldehyde are dissolved in 450 ml of methanol and cooled in an ice bath; 3.42 g of sodium borohydride are then added portionwise thereto. The mixture is stirred at ambient temperature for 1 hour and then the solvent is evaporated under reduced pressure. The residue is taken up between water and dichloromethane and the organic phase is separated, dried and concentrated under reduced pressure. The residue is crystallised from n-pentane. 14.6 g of compound are obtaine...